From a dataset of the Open Reaction Database (ORD), a public repository of structured organic reaction records. describe an organic reaction: reactants, conditions, products, and yield The product is copolyester, C(CCCO)O (butane-1,4-diol), C(CCCCCO)O (hexane-1,6-diol). The solvent is CN(C=O)C (dimethylformamide). Procedure: Top coat solution D1 is a 25% solution of a polyester urethane in dimethylformamide (DMF)/methyl ethyl ketone (MEK) (1:1) with a viscosity of 10,000 cP/25° C. The polyester urethane elastomer is obtained from 2000 g (1.0 mol) of a copolyester of ethylene glycol/butane-1,4-diol and adipic acid (molecular weight 2000), 108.0 g (1.20 mol) of butane-1,4-diol, 141.6 g (1.20 mol) of hexane-1,6-diol and the equivalent quantity of 4,4'-diphenylmethane diisocyanate (850 g) by a one-shot process. The mola... Starting materials: C(CO)O.C(CCCO)O (ethylene glycol butane-1,4-diol), C(CCCCC(=O)O)(=O)O (adipic acid), solution, polyester urethane, solution D1. As a reaction SMILES: C(O)CO.[CH2:5]([OH:10])[CH2:6][CH2:7][CH2:8][OH:9].[C:11](O)(=[O:19])[CH2:12][CH2:13][CH2:14][CH2:15][C:16](O)=[O:17]>CN(C)C=O>[CH2:5]([OH:10])[CH2:6][CH2:7][CH2:8][OH:9].[CH2:11]([OH:19])[CH2:12][CH2:13][CH2:14][CH2:15][CH2:16][OH:17] |f:0.1|.